From a dataset of the Open Reaction Database (ORD), a public repository of structured organic reaction records. describe an organic reaction: reactants, conditions, products, and yield The reactants are CCOCC (Ether), Cl (HCl), ClC1=C(C(=O)NCC)C=CC(=C1)C1=CC=C2C(=N1)N(N=N2)CC=2C=C1C=CC=NC1=CC2 (2-Chloro-N-ethyl-4-(3-(quinolin-6-ylmethyl)-3H-[1,2,3]triazolo[4,5-b]pyridin-5-yl)benzamide). Solvent: C1CCOC1 (THF). Conditions: time 15 minute. Yields the product Cl.ClC1=C(C(=O)NCC)C=CC(=C1)C1=CC=C2C(=N1)N(N=N2)CC=2C=C1C=CC=NC1=CC2 (2-chloro-N-ethyl-4-(3-(quinolin-6-ylmethyl)-3H-[1,2,3]triazolo[4,5-b]pyridin-5-yl)benzamide hydrochloride). The yield is 111.3%. As a reaction SMILES: CCOCC.Cl.[Cl:7][C:8]1[CH:18]=[C:17]([C:19]2[N:24]=[C:23]3[N:25]([CH2:28][C:29]4[CH:30]=[C:31]5[C:36](=[CH:37][CH:38]=4)[N:35]=[CH:34][CH:33]=[CH:32]5)[N:26]=[N:27][C:22]3=[CH:21][CH:20]=2)[CH:16]=[CH:15][C:9]=1[C:10]([NH:12][CH2:13][CH3:14])=[O:11]>C1COCC1>[ClH:7].[Cl:7][C:8]1[CH:18]=[C:17]([C:19]2[N:24]=[C:23]3[N:25]([CH2:28][C:29]4[CH:30]=[C:31]5[C:36](=[CH:37][CH:38]=4)[N:35]=[CH:34][CH:33]=[CH:32]5)[N:26]=[N:27][C:22]3=[CH:21][CH:20]=2)[CH:16]=[CH:15][C:9]=1[C:10]([NH:12][CH2:13][CH3:14])=[O:11] |f:4.5|. Reported procedure: Ether saturated with HCl (1 ml) was added at 0° C. to a solution of example 119 (0.020 g. 0.045 mmol) in THF (1 ml), and stirred for 15 min. The precipitate formed was filtered, washed with ether and dried under vacuum to afford the title compound as an off-white solid (0.012 g, 56%). M.P.: 151-153° C. Starting materials: Cl.O=C1C(CCC2=CC=CC=C12)CN1CCC(C#N)(CC1)NC1=CC=CC=C1 (1-[(1,2,3,4-tetrahydro-1-oxo-2-naphthalenyl)-methyl]-4-anilino isonipecotonitrile, hydrochloride), [BH4-].[Na+] (sodium borohydride). Run in O (water), CO (methanol). Conditions: time 15 hour. The product is OC1C(CCC2=CC=CC=C12)CN1CCC(C#N)(CC1)NC1=CC=CC=C1 (1-[(1,2,3,4-tetrahydro-1-hydroxy-2-naphthalenyl)methyl]-4-anilino isonipecotonitrile). RXN SMILES: Cl.[O:2]=[C:3]1[C:12]2[C:7](=[CH:8][CH:9]=[CH:10][CH:11]=2)[CH2:6][CH2:5][CH:4]1[CH2:13][N:14]1[CH2:21][CH2:20][C:17]([NH:22][C:23]2[CH:28]=[CH:27][CH:26]=[CH:25][CH:24]=2)([C:18]#[N:19])[CH2:16][CH2:15]1.[BH4-].[Na+]>CO.O>[OH:2][CH:3]1[C:12]2[C:7](=[CH:8][CH:9]=[CH:10][CH:11]=2)[CH2:6][CH2:5][CH:4]1[CH2:13][N:14]1[CH2:21][CH2:20][C:17]([NH:22][C:23]2[CH:28]=[CH:27][CH:26]=[CH:25][CH:24]=2)([C:18]#[N:19])[CH2:16][CH2:15]1 |f:0.1,2.3|. Procedure details: Finely-ground 1-[(1,2,3,4-tetrahydro-1-oxo-2-naphthalenyl)-methyl]-4-anilino isonipecotonitrile, hydrochloride (1:1) (5.0 g) is slurried in methanol (100 ml) and cooled in ice. To this mixture is added an aqueous solution of sodium borohydride (3.0 g) in water (25 ml). The resulting mixture is stirred for 15 hours at room temperature under nitrogen. Dilution of the reaction mixture mixture with water (200 ml), extraction with methylene chloride, and concentration of the dried organic solution gi...